From a dataset of the Open Reaction Database (ORD), a public repository of structured organic reaction records. describe an organic reaction: reactants, conditions, products, and yield The reactants are C(C)OC(CC=1N(C=CC1C(=O)OCC)C)OCC (Ethyl 2-(2,2-diethoxyethyl)-1-methyl-pyrrole-3-carboxylate), S(O)(O)(=O)=O (sulphuric acid), ClC(C)Cl (dichloroethane), O1CCOCC1 (dioxane), N1CCOCC1 (morpholine), C(C)(=O)O[BH-](OC(C)=O)OC(C)=O.[Na+] (sodium triacetoxyborohydride). Solvent: ClCCl (dichloromethane), C(=O)(O)[O-].[Na+] (NaHCO3), O1CCCC1 (tetrahydrofuran), C(C)(=O)OCC (ethyl acetate), O (water). Conditions: time 2 hour. Product: CN1C(=C(C=C1)C(=O)OCC)CCN1CCOCC1 (Ethyl 1-methyl-2-(2-morpholinoethyl)pyrrole-3-carboxylate). RXN SMILES: C(O[CH:4](OCC)[CH2:5][C:6]1[N:7]([CH3:16])[CH:8]=[CH:9][C:10]=1[C:11]([O:13][CH2:14][CH3:15])=[O:12])C.S(=O)(=O)(O)O.[NH:25]1[CH2:30][CH2:29][O:28][CH2:27][CH2:26]1.ClC(Cl)C.O1CCOCC1.C(O[BH-](OC(=O)C)OC(=O)C)(=O)C.[Na+]>O1CCCC1.C(OCC)(=O)C.O.ClCCl.C([O-])(O)=O.[Na+]>[CH3:16][N:7]1[CH:8]=[CH:9][C:10]([C:11]([O:13][CH2:14][CH3:15])=[O:12])=[C:6]1[CH2:5][CH2:4][N:25]1[CH2:30][CH2:29][O:28][CH2:27][CH2:26]1 |f:5.6,11.12|. Procedure details: To a solution of 3.8 g of the compound obtained in Step C (14.05 mmol) in 28 mL of tetrahydrofuran there are added 58 mL of aqueous 10% sulphuric acid solution. The reaction mixture is stirred at ambient temperature for 2 hours and then diluted with a mixture of ethyl acetate and water. After separation, the organic phase is washed with brine, dried over MgSO4 and concentrated to dryness. To a solution of the residue thereby obtained in 70 mL of dichloroethane there are added a solution of 13.5 ... Reactants: CCCCCCI, CCCCO, CO, CCCCCCc1ccc(-c2nnc(-c3ccc(O)c(F)c3)s2)cc1. Product: CCCCCCOc1ccc(-c2nnc(-c3ccc(CCCCCC)cc3)s2)cc1F. RXN SMILES: [CH2:26]([CH2:27][CH2:28][CH2:29][CH2:30][CH3:31])[I:32].[CH2:33]([OH:34])[CH2:35][CH2:36][CH3:37].[CH3:38][OH:39].[F:1][c:2]1[cH:3][c:4](-[c:9]2[s:10][c:11](-[c:14]3[cH:15][cH:16][c:17]([CH2:20][CH2:21][CH2:22][CH2:23][CH2:24][CH3:25])[cH:18][cH:19]3)[n:12][n:13]2)[cH:5][cH:6][c:7]1[OH:8]>>[F:1][c:2]1[cH:3][c:4](-[c:9]2[s:10][c:11](-[c:14]3[cH:15][cH:16][c:17]([CH2:20][CH2:21][CH2:22][CH2:23][CH2:24][CH3:25])[cH:18][cH:19]3)[n:12][n:13]2)[cH:5][cH:6][c:7]1[O:8][CH2:26][CH2:27][CH2:28][CH2:29][CH2:30][CH3:31]. The reactants are C([O-])(O)=O.[Na+] (sodium bicarbonate), C(C)N(CC)S(F)(F)F (diethylaminosulphur trifluoride), ClC=1C=CC(=C(C1)C1=CC(N(C=C1OC)C(C(=O)OC(C)(C)C)C(C1COCC1)O)=O)C#N (tert-butyl 2-[4-(5-chloro-2-cyanophenyl)-5-methoxy-2-oxopyridin-1(2H)-yl]-3-hydroxy-3-(tetrahydrofuran-3-yl)propanoate). The solvent is ClCCl (dichloromethane), ClCCl (dichloromethane). Run at time 90 minute. Yields the product ClC=1C=CC(=C(C1)C1=CC(N(C=C1OC)C(C(=O)OC(C)(C)C)=CC1COCC1)=O)C#N (tert-Butyl 2-[4-(5-chloro-2-cyanophenyl)-5-methoxy-2-oxopyridin-1(2H)-yl]-3-(tetrahydrofuran-3-yl)acrylate). Reaction SMILES: C(N(S(F)(F)F)CC)C.[Cl:10][C:11]1[CH:12]=[CH:13][C:14]([C:41]#[N:42])=[C:15]([C:17]2[C:22]([O:23][CH3:24])=[CH:21][N:20]([CH:25]([CH:33](O)[CH:34]3[CH2:38][CH2:37][O:36][CH2:35]3)[C:26]([O:28][C:29]([CH3:32])([CH3:31])[CH3:30])=[O:27])[C:19](=[O:40])[CH:18]=2)[CH:16]=1.C(=O)(O)[O-].[Na+]>ClCCl>[Cl:10][C:11]1[CH:12]=[CH:13][C:14]([C:41]#[N:42])=[C:15]([C:17]2[C:22]([O:23][CH3:24])=[CH:21][N:20]([C:25](=[CH:33][CH:34]3[CH2:38][CH2:37][O:36][CH2:35]3)[C:26]([O:28][C:29]([CH3:31])([CH3:30])[CH3:32])=[O:27])[C:19](=[O:40])[CH:18]=2)[CH:16]=1 |f:2.3|. Procedure details: At RT, 0.5 ml (3.8 mmol, 1.2 eq.) of diethylaminosulphur trifluoride was added dropwise to a solution of 1.55 mg (3.13 mmol) of tert-butyl 2-[4-(5-chloro-2-cyanophenyl)-5-methoxy-2-oxopyridin-1(2H)-yl]-3-hydroxy-3-(tetrahydrofuran-3-yl)propanoate (diastereomer mixture) in 48 ml of dichloromethane, the mixture was stirred at RT for 90 min and 50 ml of dichloromethane and 50 ml of saturated aqueous sodium bicarbonate solution were then added. After phase separation, the aqueous phase was extracted... Starting materials: BrB(Br)Br, ClCCl, CCCc1ccc(-c2ccc(OC)c(Cl)c2F)cc1, O. The product is CCCc1ccc(-c2ccc(O)c(Cl)c2F)cc1. As a reaction SMILES: [B:20]([Br:21])([Br:22])[Br:23].[CH2:25]([Cl:26])[Cl:27].[Cl:1][c:2]1[c:3]([F:19])[c:4](-[c:10]2[cH:11][cH:12][c:13]([CH2:16][CH2:17][CH3:18])[cH:14][cH:15]2)[cH:5][cH:6][c:7]1[O:8][CH3:9].[OH2:24]>>[Cl:1][c:2]1[c:3]([F:19])[c:4](-[c:10]2[cH:11][cH:12][c:13]([CH2:16][CH2:17][CH3:18])[cH:14][cH:15]2)[cH:5][cH:6][c:7]1[OH:8].